From a dataset of the Open Reaction Database (ORD), a public repository of structured organic reaction records. describe an organic reaction: reactants, conditions, products, and yield Starting materials: C(C1=CC=CC=C1)=NCC(=O)OC (methyl 2-(benzylideneamino)acetate), [BH4-].[Na+] (NaBH4). Solvent: CO (MeOH). Run at temperature -5 celsius, time 2 hour. Product: C(C1=CC=CC=C1)NCC(=O)OC (methyl 2-(benzylamino)acetate). Yield: 99.0%. RXN SMILES: [CH:1](=[N:8][CH2:9][C:10]([O:12][CH3:13])=[O:11])[C:2]1[CH:7]=[CH:6][CH:5]=[CH:4][CH:3]=1.[BH4-].[Na+]>CO>[CH2:1]([NH:8][CH2:9][C:10]([O:12][CH3:13])=[O:11])[C:2]1[CH:7]=[CH:6][CH:5]=[CH:4][CH:3]=1 |f:1.2|. Reported procedure: To a solution of methyl 2-aminoacetate hydrochloride (15.00 g, 116.00 mmol, 1.0 eq) in CH2Cl2 (150 mL) was added Et3N (20 mL, 143.3 mmol, 1.2 eq) and PhCHO (14.6 mL, 143.3 mmol, 1.2 eq) in turn. The reaction mixture was stirred at room temperature overnight, and concentrated in vacuo. The residue was diluted with EtOAc and filtered. The filtrate was concentrated in vacuo to afford the crude product methyl 2-(benzylideneamino)acetate, which was used for the next step without further purification.... Starting materials: CC(C)(C)O, CCN=C=NCCCN(C)C, Cc1ccc(C(=O)O)cn1, CN(C)c1ccncc1, ClCCl, Cl. The product is Cc1ccc(C(=O)OC(C)(C)C)cn1. As a reaction SMILES: [C:11]([CH3:12])([CH3:13])([CH3:14])[OH:15].[CH2:17]([N:18]=[C:19]=[N:20][CH2:21][CH2:22][CH2:23][N:24]([CH3:25])[CH3:26])[CH3:27].[CH3:1][c:2]1[n:3][cH:4][c:5]([C:6](=[O:7])[OH:8])[cH:9][cH:10]1.[CH3:28][N:29]([CH3:30])[c:31]1[cH:32][cH:33][n:34][cH:35][cH:36]1.[Cl:37][CH2:38][Cl:39].[ClH:16]>>[CH3:1][c:2]1[n:3][cH:4][c:5]([C:6](=[O:7])[O:8][C:11]([CH3:12])([CH3:13])[CH3:14])[cH:9][cH:10]1. The reactants are C1(CC1)C=1C=C(NN1)N (5-cyclopropyl-2H-pyrazol-3-ylamine), ClC1=NC(=NC(=N1)Cl)C1=CC=CC=C1 (2,4-dichloro-6-phenyl-[1,3,5]triazine), C(C)(C)N(CC)C(C)C (diisopropylethylamine). Solvent: C1CCOC1 (THF), C1CCOC1 (THF). Reaction conditions: time 18 hour. Yields the product ClC1=NC(=NC(=N1)C1=CC=CC=C1)NC=1NN=C(C1)C1CC1 ((4-Chloro-6-phenyl-[1,3,5]triazin-2-yl)-(5-cyclopropyl-2H-pyrazol-3-yl)-amine). Yield: 53.2%. RXN SMILES: [CH:1]1([C:4]2[CH:5]=[C:6]([NH2:9])[NH:7][N:8]=2)[CH2:3][CH2:2]1.[Cl:10][C:11]1[N:16]=[C:15](Cl)[N:14]=[C:13]([C:18]2[CH:23]=[CH:22][CH:21]=[CH:20][CH:19]=2)[N:12]=1.C(N(C(C)C)CC)(C)C>C1COCC1>[Cl:10][C:11]1[N:12]=[C:13]([C:18]2[CH:23]=[CH:22][CH:21]=[CH:20][CH:19]=2)[N:14]=[C:15]([NH:9][C:6]2[NH:7][N:8]=[C:4]([CH:1]3[CH2:3][CH2:2]3)[CH:5]=2)[N:16]=1. Procedure: A solution of 5-cyclopropyl-2H-pyrazol-3-ylamine (172 mg, 1.4 mmol) in 5 ml of THF was added dropwise to a solution of 2,4-dichloro-6-phenyl-[1,3,5]triazine (452 mg, 2 mmol) (ref: WO 0125220, p.190) and diisopropylethylamine (0.35 ml, 2 mmol) in 15 ml of THF at room temperature then stirred for 18 hours. The reaction was filtered and the filtrate evaporated in vacuo and the residue purified by flash chromatography (SiO2) eluting with 8:2 dichloromethane: ethyl acetate to afford 233 mg of the des... The reactants are reagents, CN1CCC=2NC=3C=CC(=CC3C2CC1)C (3,9-Dimethyl-1,2,3,4,5,6-hexahydroazepino[4,5-b]indole), BrC=C(C)C1=C(C=C(C=C1)Cl)Cl (1-(1-bromoprop-1-en-2-yl)-2,4-dichlorobenzene), N1[C@H](C(=O)O)CCC1 (L-proline), [O-]P(=O)([O-])[O-].[K+].[K+].[K+] (potassium phosphate tribasic). The reagents and catalysts are [Cu]I (CuI). Run in CN(C)C=O (DMF). Run at temperature 85 celsius. Product: ClC1=C(C=CC(=C1)Cl)/C(=C/N1C2=C(C=3C=C(C=CC13)C)CCN(CC2)C)/C ((E)-6-(2-(2,4-dichlorophenyl)prop-1-enyl)-3,9-dimethyl-1,2,3,4,5,6-hexahydroazepino[4,5-b]indole). As a reaction SMILES: [CH3:1][N:2]1[CH2:15][CH2:14][C:13]2[C:12]3[CH:11]=[C:10]([CH3:16])[CH:9]=[CH:8][C:7]=3[NH:6][C:5]=2[CH2:4][CH2:3]1.Br[CH:18]=[C:19]([C:21]1[CH:26]=[CH:25][C:24]([Cl:27])=[CH:23][C:22]=1[Cl:28])[CH3:20].N1CCC[C@H]1C(O)=O.[O-]P([O-])([O-])=O.[K+].[K+].[K+]>CN(C=O)C.[Cu]I>[Cl:28][C:22]1[CH:23]=[C:24]([Cl:27])[CH:25]=[CH:26][C:21]=1/[C:19](/[CH3:20])=[CH:18]/[N:6]1[C:7]2[CH:8]=[CH:9][C:10]([CH3:16])=[CH:11][C:12]=2[C:13]2[CH2:14][CH2:15][N:2]([CH3:1])[CH2:3][CH2:4][C:5]1=2 |f:3.4.5.6|. Procedure: 3,9-Dimethyl-1,2,3,4,5,6-hexahydroazepino[4,5-b]indole (214 mg, 1 mmol), 1-(1-bromoprop-1-en-2-yl)-2,4-dichlorobenzene (318 mg, 1.2 mmol), L-proline (0.2 mmol), CuI (19 mg, 0.1 mmol) and potassium phosphate tribasic (424 mg, 2 mmol) in DMF was stirred at RT and purged with nitrogen. The reaction mixture was heated at 85° C. overnight. An additional 1 eq. of reagents was added and the mixture heated for an additional 24 h. The DMF was evaporated and the residue was poured into water. The precipit... The reactants are Cn1c(=O)n(C2CCN(CCCn3nc(-c4ccc(C(F)(F)F)cc4)c4c3CCN(C(=O)OC(C)(C)C)C4)CC2)c2ccccc21, ClCCl, O=C(O)C(F)(F)F. Product: Cn1c(=O)n(C2CCN(CCCn3nc(-c4ccc(C(F)(F)F)cc4)c4c3CCNC4)CC2)c2ccccc21. RXN SMILES: [C:1]([O:2][C:3](=[O:4])[N:8]1[CH2:9][c:10]2[c:11]([n:14]([CH2:27][CH2:28][CH2:29][N:30]3[CH2:31][CH2:32][CH:33]([n:36]4[c:37](=[O:46])[n:38]([CH3:45])[c:39]5[c:40]4[cH:41][cH:42][cH:43][cH:44]5)[CH2:34][CH2:35]3)[n:15][c:16]2-[c:17]2[cH:18][cH:19][c:20]([C:23]([F:24])([F:25])[F:26])[cH:21][cH:22]2)[CH2:12][CH2:13]1)([CH3:5])([CH3:6])[CH3:7].[Cl:47][CH2:48][Cl:49].[OH:50][C:51]([C:52]([F:53])([F:54])[F:55])=[O:56]>>[NH:8]1[CH2:9][c:10]2[c:11]([n:14]([CH2:27][CH2:28][CH2:29][N:30]3[CH2:31][CH2:32][CH:33]([n:36]4[c:37](=[O:46])[n:38]([CH3:45])[c:39]5[c:40]4[cH:41][cH:42][cH:43][cH:44]5)[CH2:34][CH2:35]3)[n:15][c:16]2-[c:17]2[cH:18][cH:19][c:20]([C:23]([F:24])([F:25])[F:26])[cH:21][cH:22]2)[CH2:12][CH2:13]1.